This data is from the Open Reaction Database (ORD), a public repository of structured organic reaction records. The task is: describe an organic reaction: reactants, conditions, products, and yield Reactants: CCN(CC)CC=Cc1ccc(-c2ccccc2)cc1, CCO, Cl, [H][H], O=[Pt]. The product is CCN(CC)CCCc1ccc(-c2ccccc2)cc1, Cl. RXN SMILES: [CH2:2]([CH3:3])[N:4]([CH2:5][CH:6]=[CH:7][c:8]1[cH:9][cH:10][c:11](-[c:14]2[cH:15][cH:16][cH:17][cH:18][cH:19]2)[cH:12][cH:13]1)[CH2:20][CH3:21].[CH3:26][CH2:27][OH:28].[ClH:1].[H:22][H:23].[Pt:24]=[O:25]>>[CH2:2]([CH3:3])[N:4]([CH2:5][CH2:6][CH2:7][c:8]1[cH:9][cH:10][c:11](-[c:14]2[cH:15][cH:16][cH:17][cH:18][cH:19]2)[cH:12][cH:13]1)[CH2:20][CH3:21].[ClH:1]. Starting materials: BrCCCBr (1,3-dibromopropane), BrCCCBr (1,3-dibromopropane), C([O-])([O-])=O.[K+].[K+] (potassium carbonate), OC1=C(C=CC=C1)/C=C/C(CCC1=CC=C(C(=O)OC)C=C1)CC1=CC=C(C=C1)C(=O)OC (methyl 4-{(4E)-5-(2-hydroxyphenyl)-3-[4-(methoxycarbonyl)benzyl]pent-4-en-1-yl}benzoate). Reagents/catalysts: [Br-].C(CCC)[N+](CCCC)(CCCC)CCCC (tetrabutylammonium bromide). The solvent is C1(=CC=CC=C1)C (toluene). Conditions: temperature 110 celsius, time 24 hour. Product: BrCCCOC1=C(C=CC=C1)/C=C/C(CCC1=CC=C(C(=O)OC)C=C1)CC1=CC=C(C=C1)C(=O)OC (Methyl 4-{(4E)-5-[2-(3-bromopropoxy)phenyl]-3-[4-(methoxycarbonyl)benzyl]pent-4-en-1-yl}benzoate). RXN SMILES: [Br:1][CH2:2][CH2:3][CH2:4]Br.C(=O)([O-])[O-].[K+].[K+].[OH:12][C:13]1[CH:18]=[CH:17][CH:16]=[CH:15][C:14]=1/[CH:19]=[CH:20]/[CH:21]([CH2:34][C:35]1[CH:40]=[CH:39][C:38]([C:41]([O:43][CH3:44])=[O:42])=[CH:37][CH:36]=1)[CH2:22][CH2:23][C:24]1[CH:33]=[CH:32][C:27]([C:28]([O:30][CH3:31])=[O:29])=[CH:26][CH:25]=1>[Br-].C([N+](CCCC)(CCCC)CCCC)CCC.C1(C)C=CC=CC=1>[Br:1][CH2:2][CH2:3][CH2:4][O:12][C:13]1[CH:18]=[CH:17][CH:16]=[CH:15][C:14]=1/[CH:19]=[CH:20]/[CH:21]([CH2:34][C:35]1[CH:36]=[CH:37][C:38]([C:41]([O:43][CH3:44])=[O:42])=[CH:39][CH:40]=1)[CH2:22][CH2:23][C:24]1[CH:33]=[CH:32][C:27]([C:28]([O:30][CH3:31])=[O:29])=[CH:26][CH:25]=1 |f:1.2.3,5.6|. Procedure details: 1.69 g (8.37 mmol) of 1,3-dibromopropane, 180 mg (0.56 mmol) of tetrabutylammonium bromide and 3.85 g (27.9 mmol) of anhydrous potassium carbonate are added to a solution of 1.24 g (2.79 mmol) of methyl 4-{(4E)-5-(2-hydroxyphenyl)-3-[4-(methoxycarbonyl)benzyl]pent-4-en-1-yl}benzoate (enantiomer 1, Example 19A) in 23 ml of dry toluene, and the mixture is then stirred at 110° C. for 24 h. Another 1.69 g (8.37 mmol) of 1,3-dibromopropane are then added, and the mixture is stirred at 110° C. for a f... Starting materials: N-Aryl-benzenesulfonamides, NC1=C(C=C(C(=C1)F)F)C(=O)C1=CC=NC=C1 ((2-Amino-4,5-difluoro-phenyl)-pyridin-4-yl-methanone), C(C)(C)(C)C1=CC=C(C=C1)S(=O)(=O)Cl (4-tert-butyl-benzenesulfonyl chloride). Product: C(C)(C)(C)C1=CC=C(C=C1)S(=O)(=O)NC1=C(C=C(C(=C1)F)F)C(=O)C1=CC=NC=C1 (4-tert-Butyl-N-[4,5-difluoro-2-(pyridine-4-carbonyl)-phenyl]-benzenesulfonamide). Reaction SMILES: [NH2:1][C:2]1[CH:7]=[C:6]([F:8])[C:5]([F:9])=[CH:4][C:3]=1[C:10]([C:12]1[CH:17]=[CH:16][N:15]=[CH:14][CH:13]=1)=[O:11].[C:18]([C:22]1[CH:27]=[CH:26][C:25]([S:28](Cl)(=[O:30])=[O:29])=[CH:24][CH:23]=1)([CH3:21])([CH3:20])[CH3:19]>>[C:18]([C:22]1[CH:27]=[CH:26][C:25]([S:28]([NH:1][C:2]2[CH:7]=[C:6]([F:8])[C:5]([F:9])=[CH:4][C:3]=2[C:10]([C:12]2[CH:13]=[CH:14][N:15]=[CH:16][CH:17]=2)=[O:11])(=[O:30])=[O:29])=[CH:24][CH:23]=1)([CH3:21])([CH3:19])[CH3:20]. Procedure: The title compound was prepared according to the general procedure for the synthesis of N-Aryl-benzenesulfonamides previously described using 117 mg of (2-Amino-4,5-difluoro-phenyl)-pyridin-4-yl-methanone and 116 mg of 4-tert-butyl-benzenesulfonyl chloride. 1H-NMR (400 MHz, CDCl3): δ 1.28 (s, 9H), 7.17 (t, 1H, J=8.4 Hz), 7.45 (d, 2H, J=8.4 Hz), 7.54 (d, 2H, J=4.4 Hz), 7.64 (dd, 1H, J=11.6 Hz, 6.8 Hz), 7.72 (d, 2H, J=8.4 Hz), 8.85 (d, 2H, J=5.2 Hz), 10.42 (s, 1H). MS: m/z 431.1 (M++1). The reactants are C1=C(C=CC2=CC=CC=C12)CC(CCC)NCCC (1-(2-naphthyl)-2-propylaminopentane), Cl (hydrochloride). Yields the product Cl.C1=C(C=CC2=CC=CC=C12)CC(CCC)NCCC (1-(2-Naphthyl)-2-propylaminopentane Hydrochloride). As a reaction SMILES: [CH:1]1[C:10]2[C:5](=[CH:6][CH:7]=[CH:8][CH:9]=2)[CH:4]=[CH:3][C:2]=1[CH2:11][CH:12]([NH:16][CH2:17][CH2:18][CH3:19])[CH2:13][CH2:14][CH3:15].[ClH:20]>>[ClH:20].[CH:1]1[C:10]2[C:5](=[CH:6][CH:7]=[CH:8][CH:9]=2)[CH:4]=[CH:3][C:2]=1[CH2:11][CH:12]([NH:16][CH2:17][CH2:18][CH3:19])[CH2:13][CH2:14][CH3:15] |f:2.3|. Reported procedure: Using the same method as stated in Example 1, 1-(2-naphthyl)-2-propylaminopentane was converted to hydrochloride. Starting materials: CNCCN(C)c1nc2ccc([N+](=O)[O-])cc2s1, CC(=O)Cl, ClCCl, c1ccncc1. Product: CC(=O)N(C)CCN(C)c1nc2ccc([N+](=O)[O-])cc2s1. As a reaction SMILES: [CH3:1][N:2]([CH2:3][CH2:4][NH:5][CH3:6])[c:7]1[s:8][c:9]2[c:10]([n:11]1)[cH:12][cH:13][c:14]([N+:16](=[O:17])[O-:18])[cH:15]2.[CH3:25][C:26]([Cl:27])=[O:28].[Cl:29][CH2:30][Cl:31].[cH:19]1[cH:20][cH:21][n:22][cH:23][cH:24]1>>[CH3:1][N:2]([CH2:3][CH2:4][N:5]([CH3:6])[C:26]([CH3:25])=[O:28])[c:7]1[s:8][c:9]2[c:10]([n:11]1)[cH:12][cH:13][c:14]([N+:16](=[O:17])[O-:18])[cH:15]2. The reactants are CC=1C=C(C(=NC1)N)N (5-methylpyridine-2,3-diamine), FC1=CC=C(C=C1)C(C(=O)C1=CC=C(C=C1)F)=O (1,2-bis(4-fluorophenyl)ethane-1,2-dione). The product is FC1=CC=C(C=C1)C=1N=C2C(=NC1C1=CC=C(C=C1)F)NCC(C2)C (2,3-bis(4-Fluorophenyl)-7-methyl-5,6,7,8-tetrahydropyrido[2,3-b]pyrazine). RXN SMILES: [CH3:1][C:2]1[CH:3]=[C:4]([NH2:9])[C:5]([NH2:8])=[N:6][CH:7]=1.[F:10][C:11]1[CH:16]=[CH:15][C:14]([C:17](=O)[C:18]([C:20]2[CH:25]=[CH:24][C:23]([F:26])=[CH:22][CH:21]=2)=O)=[CH:13][CH:12]=1>>[F:10][C:11]1[CH:12]=[CH:13][C:14]([C:17]2[N:9]=[C:4]3[CH2:3][CH:2]([CH3:1])[CH2:7][NH:6][C:5]3=[N:8][C:18]=2[C:20]2[CH:21]=[CH:22][C:23]([F:26])=[CH:24][CH:25]=2)=[CH:15][CH:16]=1. Procedure: The title compound was prepared from 5-methylpyridine-2,3-diamine and 1,2-bis(4-fluorophenyl)ethane-1,2-dione analogously to Intermediate E;